This data is from the Open Reaction Database (ORD), a public repository of structured organic reaction records. The task is: describe an organic reaction: reactants, conditions, products, and yield As a reaction SMILES: [CH3:29][OH:30].[CH:1](=[CH2:2])[O:3][CH2:4][CH2:5][O:6][NH:7][C:8](=[O:9])[c:10]1[cH:11][c:12]([F:28])[c:13]2[n:14]([c:15]1[NH:16][c:17]1[c:18]([F:24])[cH:19][c:20]([I:23])[cH:21][cH:22]1)[cH:25][n:26][cH:27]2>>[OH:3][CH2:4][CH2:5][O:6][NH:7][C:8](=[O:9])[c:10]1[cH:11][c:12]([F:28])[c:13]2[n:14]([c:15]1[NH:16][c:17]1[c:18]([F:24])[cH:19][c:20]([I:23])[cH:21][cH:22]1)[cH:25][n:26][cH:27]2. Yields the product O=C(NOCCO)c1cc(F)c2cncn2c1Nc1ccc(I)cc1F. Starting materials: CO, C=COCCONC(=O)c1cc(F)c2cncn2c1Nc1ccc(I)cc1F. The reactants are CN1CC(C=CC1)CO ((1-methyl-1,2,3,6-tetrahydro-3-pyridyl)methanol), C(C)(=O)OC(C)=O (acetic anhydride). The solvent is C(C)N(CC)CC (triethylamine). Product: C(C)(=O)OC1CN(CC=C1)C (1-methyl-1,2,3,6-tetrahydropyridin-3-yl acetate). RXN SMILES: [CH3:1][N:2]1[CH2:7][CH:6]=[CH:5][CH:4](CO)[CH2:3]1.[C:10]([O:13]C(=O)C)(=[O:12])[CH3:11]>C(N(CC)CC)C>[C:10]([O:13][CH:4]1[CH:5]=[CH:6][CH2:7][N:2]([CH3:1])[CH2:3]1)(=[O:12])[CH3:11]. Procedure: A solution of (1-methyl-1,2,3,6-tetrahydro-3-pyridyl)methanol (0.7 g, 5.5 mmol), triethylamine (25 ml), and acetic anhydride (20 ml) was refluxed for 2h. The reaction mixture was extracted with methylene chloride and pH was adjusted to 10 with aqueous sodium hydroxide. The solution was extracted with methylene chloride, which was dried over magnesium sulfate and evaporated to dryness in vacuo. The residue was purified on a silica gel column (Eluent: methanol/methylene chloride (1/9)) to give 1-m... Reactants: O1C(=CC2=C1C=CC=C2)C(=O)NC=2C=C1C=C(NC1=CC2)CO (5-[(1H-Benzofuran-2-ylcarbonyl)amino]-2-hydroxymethylindole). Reagents/catalysts: O=[Mn]=O (MnO2). Solvent: C(C)O (ethanol). Reaction conditions: time 4 hour. Product: O1C(=CC2=C1C=CC=C2)C(=O)NC=2C=C1C=C(NC1=CC2)C=O (5-[(1H-Benzofuran-2-ylcarbonyl)amino]-2-indolecarboxaldehyde). The yield is 54.0%. RXN SMILES: [O:1]1[C:5]2[CH:6]=[CH:7][CH:8]=[CH:9][C:4]=2[CH:3]=[C:2]1[C:10]([NH:12][C:13]1[CH:14]=[C:15]2[C:19](=[CH:20][CH:21]=1)[NH:18][C:17]([CH2:22][OH:23])=[CH:16]2)=[O:11]>C(O)C.O=[Mn]=O>[O:1]1[C:5]2[CH:6]=[CH:7][CH:8]=[CH:9][C:4]=2[CH:3]=[C:2]1[C:10]([NH:12][C:13]1[CH:14]=[C:15]2[C:19](=[CH:20][CH:21]=1)[NH:18][C:17]([CH:22]=[O:23])=[CH:16]2)=[O:11]. Procedure details: To a solution of 20(100 mg, 0.33 mmol) in ethanol (15 mL) was added MnO2 (0.5 g) and the reaction mixture was stirred for 4 h at room temperature. The reaction mixture was filtered through celite and the solid was washed with ethanol. Solvent was removed in vacuo and a grey solid 21 was obtained (54 mg, 54% yield). An analytical sample was recrystallized in ethyl acetate. mp: 253° C. (dec). 1H NMR (DMSO-d6, ppm): 10.60 (brs, 1 H, NH), 9.85, (s, 1 H, NH), 8.26 (s, 1 H, CHO), 7.84-7.35 (m, 9 H, Ar... Reactants: Cl.N[C@@H](C)C1=CC=C(C(=O)OC)C=C1 (Methyl 4-[(1S)-1-aminoethyl]benzoate hydrochloride), ClC=1C=CC(=C(C(=O)O)C1)OC1=C(C=CC=C1F)F (5-Chloro-2-(2,6-difluorophenoxy)benzoic acid). The product is ClC=1C=CC(=C(C(=O)N[C@@H](C)C2=CC=C(C(=O)OC)C=C2)C1)OC1=C(C=CC=C1F)F (Methyl 4-((1S)-1-{[5-chloro-2-(2,6-difluorophenoxy)benzoyl]amino}ethyl)benzoate). RXN SMILES: Cl.[NH2:2][C@H:3]([C:5]1[CH:14]=[CH:13][C:8]([C:9]([O:11][CH3:12])=[O:10])=[CH:7][CH:6]=1)[CH3:4].[Cl:15][C:16]1[CH:17]=[CH:18][C:19]([O:25][C:26]2[C:31]([F:32])=[CH:30][CH:29]=[CH:28][C:27]=2[F:33])=[C:20]([CH:24]=1)[C:21](O)=[O:22]>>[Cl:15][C:16]1[CH:17]=[CH:18][C:19]([O:25][C:26]2[C:31]([F:32])=[CH:30][CH:29]=[CH:28][C:27]=2[F:33])=[C:20]([CH:24]=1)[C:21]([NH:2][C@H:3]([C:5]1[CH:14]=[CH:13][C:8]([C:9]([O:11][CH3:12])=[O:10])=[CH:7][CH:6]=1)[CH3:4])=[O:22] |f:0.1|. Reported procedure: The title compound was prepared according to the procedure described in step 3 of Example 1 from methyl 4-[(1S)-1-aminoethyl]benzoate hydrochloride (step 3 of Example 5) and 5-chloro-2-(2,6-difluorophenoxy)benzoic acid (step 4): 1H-NMR (CDCl3) δ 8.16 (1H, d, J=2.8 Hz), 8.00 (2H, d, J=8.4 Hz), 7.83–7.74 (1H, m), 7.45 (2H, d, J=8.4 Hz), 7.35–7.23 (2H, m), 7.16–7.04 (2H, m), 6.67–6.61 (1H, m), 5.48–5.33 (1H, m), 3.90 (3H, s), 1.59 (3H, d, J=7.0 Hz)); MS (ESI) m/z 446 (M+H)+. Reactants: CCc1ncnc(NC2CCC(C(C)(C)C)CC2)c1I, CCOCC, CN(C)P(=O)(N(C)C)N(C)C, [Cu], FC(F)(F)I, FC(F)(F)[Cu]. The product is CCc1ncnc(NC2CCC(C(C)(C)C)CC2)c1C(F)(F)F. Reaction SMILES: [C:17]([CH3:18])([CH3:19])([CH3:20])[CH:21]1[CH2:22][CH2:23][CH:24]([NH:27][c:28]2[n:29][cH:30][n:31][c:32]([CH2:35][CH3:36])[c:33]2[I:34])[CH2:25][CH2:26]1.[CH3:43][CH2:44][O:45][CH2:46][CH3:47].[CH3:6][N:7]([CH3:8])[P:9](=[O:10])([N:11]([CH3:12])[CH3:13])[N:14]([CH3:15])[CH3:16].[Cu:42].[F:1][C:2]([F:3])([F:4])[I:5].[F:37][C:38]([Cu:39])([F:40])[F:41]>>[F:1][C:2]([F:3])([F:4])[c:33]1[c:28]([NH:27][CH:24]2[CH2:23][CH2:22][CH:21]([C:17]([CH3:18])([CH3:19])[CH3:20])[CH2:26][CH2:25]2)[n:29][cH:30][n:31][c:32]1[CH2:35][CH3:36]. Starting materials: O1CCN(CC1)C1=C2C=CC=NC2=C(C=C1)C(=O)N (5-morpholino-8-quinolinecarboxamide), S(O)(O)(=O)=O (sulfuric acid), C(C)O (ethanol). Yields the product O1CCN(CC1)C1=C2C=CC=NC2=C(C=C1)C(=O)OCC (ethyl 5-morpholino-8-quinolincarboxylate). Yield: 85.0%. As a reaction SMILES: [O:1]1[CH2:6][CH2:5][N:4]([C:7]2[CH:16]=[CH:15][C:14]([C:17](N)=[O:18])=[C:13]3[C:8]=2[CH:9]=[CH:10][CH:11]=[N:12]3)[CH2:3][CH2:2]1.S(=O)(=O)(O)[OH:21].[CH2:25](O)[CH3:26]>>[O:1]1[CH2:6][CH2:5][N:4]([C:7]2[CH:16]=[CH:15][C:14]([C:17]([O:18][CH2:25][CH3:26])=[O:21])=[C:13]3[C:8]=2[CH:9]=[CH:10][CH:11]=[N:12]3)[CH2:3][CH2:2]1. Procedure details: To 0.17 g of 5-morpholino-8-quinolinecarboxamide (Compound No. 22) 10 ml of anhydrous ethanol and 2 ml of concentrated sulfuric acid were added, and the mixture was heated under reflux. The solvent was evaporated and the residue was neutralized with saturated aqueous solution of sodium bicarbonate. After extraction with ethyl acetate, the extract was washed with saturated aqueous solution of sodium chloride, and dried over anhydrous sodium sulfate. Ethyl acetate was evaporated, and the residue w... The reactants are C(C(=O)O)(=O)O.C1(=CC=CC=C1)C(=C1CCN(CC1)CCCOC1=CC=CC=C1)C1=CC=CC=C1 (4-(Diphenylmethylene)-1-(3-phenoxypropyl)piperidine oxalate), FC=1C=C(C=CC1F)C(O)(C1CCNCC1)C1=CC(=C(C=C1)F)F (α,α-bis(3,4-difluorophenyl)-4-piperidinemethanol), ClCCCOC1=C(C=C(C=C1)C(C)=O)OC (1-[4-(3-chloropropoxy)-3-methoxyphenyl]ethanone), C([O-])([O-])=O.[Na+].[Na+] (sodium carbonate), [I-].[K+] (potassium iodide). Solvent: CC(C)O (2-propanol), C(CCC)O (1-butanol). Product: FC=1C=C(C=CC1F)C(C1CCN(CC1)CCCOC1=C(C=C(C=C1)C(C)=O)OC)(O)C1=CC(=C(C=C1)F)F (1-[4-[3-[4-[Bis(3,4-difluorophenyl)hydroxymethyl]1-piperidinyl]-propoxy]-3-methoxyphenyl]ethanone). The yield is 50.4%. As a reaction SMILES: C(O)(=O)C(O)=O.C1(C(C2C=CC=CC=2)=C2CCN(CCCOC3C=CC=CC=3)CC2)C=CC=CC=1.[F:36][C:37]1[CH:38]=[C:39]([C:44]([C:52]2[CH:57]=[CH:56][C:55]([F:58])=[C:54]([F:59])[CH:53]=2)([CH:46]2[CH2:51][CH2:50][NH:49][CH2:48][CH2:47]2)[OH:45])[CH:40]=[CH:41][C:42]=1[F:43].Cl[CH2:61][CH2:62][CH2:63][O:64][C:65]1[CH:70]=[CH:69][C:68]([C:71](=[O:73])[CH3:72])=[CH:67][C:66]=1[O:74][CH3:75].C(=O)([O-])[O-].[Na+].[Na+].[I-].[K+]>C(O)CCC.CC(O)C>[F:59][C:54]1[CH:53]=[C:52]([C:44]([C:39]2[CH:40]=[CH:41][C:42]([F:43])=[C:37]([F:36])[CH:38]=2)([OH:45])[CH:46]2[CH2:51][CH2:50][N:49]([CH2:61][CH2:62][CH2:63][O:64][C:65]3[CH:70]=[CH:69][C:68]([C:71](=[O:73])[CH3:72])=[CH:67][C:66]=3[O:74][CH3:75])[CH2:48][CH2:47]2)[CH:57]=[CH:56][C:55]=1[F:58] |f:0.1,4.5.6,7.8|. Procedure details: This compound was prepared according to the procedure used to synthesize the compound of Example 1. A mixture of 1.4 g (0.004 mole) of α,α-bis(3,4-difluorophenyl)-4-piperidinemethanol, 1.0 g (0.004 mole) of 1-[4-(3-chloropropoxy)-3-methoxyphenyl]ethanone, 1.6 g (0.015 mole) of anhydrous sodium carbonate and 0.4 g of potassium iodide in 100 ml of 1-butanol gave 1.1 g (48%) of the title compound as an off-white solid, mp 143°-146° C. (2-propanol). Starting materials: BrC1=CC=C(C(=O)C2=CC=CC=C2)C=C1 (4-Bromobenzophenone), [O-]P(=O)([O-])[O-].[K+].[K+].[K+] (K3PO4), C1(=CC=CC=C1)B(O)O (phenylboronic acid), Ph5FcP(t-Bu)2. Reagents/catalysts: C=1C=CC(=CC1)/C=C/C(=O)/C=C/C2=CC=CC=C2.C=1C=CC(=CC1)/C=C/C(=O)/C=C/C2=CC=CC=C2.[Pd] (Pd(dba)2). The solvent is C1(=CC=CC=C1)C (toluene). Product: C1(=CC=CC=C1)C1=CC=C(C(=O)C2=CC=CC=C2)C=C1 (4-phenylbenzophenone). Yield: 93.7%. RXN SMILES: Br[C:2]1[CH:15]=[CH:14][C:5]([C:6]([C:8]2[CH:13]=[CH:12][CH:11]=[CH:10][CH:9]=2)=[O:7])=[CH:4][CH:3]=1.[C:16]1(B(O)O)[CH:21]=[CH:20][CH:19]=[CH:18][CH:17]=1.[O-]P([O-])([O-])=O.[K+].[K+].[K+]>C1(C)C=CC=CC=1.C1C=CC(/C=C/C(/C=C/C2C=CC=CC=2)=O)=CC=1.C1C=CC(/C=C/C(/C=C/C2C=CC=CC=2)=O)=CC=1.[Pd]>[C:16]1([C:2]2[CH:15]=[CH:14][C:5]([C:6]([C:8]3[CH:13]=[CH:12][CH:11]=[CH:10][CH:9]=3)=[O:7])=[CH:4][CH:3]=2)[CH:21]=[CH:20][CH:19]=[CH:18][CH:17]=1 |f:2.3.4.5,7.8.9|. Procedure details: According to the general procedure described above, 4-Bromobenzophenone (131 mg, 0.50 mmol) reacted with phenylboronic acid (92 mg, 0.75 mmol) using 0.0005 mol % of Pd(dba)2, 0.002 mol % of Ph5FcP(t-Bu)2, and K3PO4 (318 mg, 1.50 mmol) in toluene solvent at 100° C. for 1 hr to title compound (121 mg, 94%) as a solid: 1H-NMR (400 MHz, CDCl3): δ 7.92 (d, 2H, J=8.4 Hz), 7.87 (d, 2H, J=7.2 Hz), 7.73 (d, 2H, J=8.4 Hz), 7.18 (d, 2H, J=6.8 Hz), 7.63 (m, 1H), 7.51 (m, 3H), 7.43 (m, 2H). 13C{1H}-NMR (100 ... Starting materials: CC(Oc1cc(-n2cnc3cnc(CO[Si](C)(C)C(C)(C)C)cc32)sc1C(N)=O)c1ccccc1Br, CCCC[N+](CCCC)(CCCC)CCCC, C1CCOC1, [F-]. Product: CC(Oc1cc(-n2cnc3cnc(CO)cc32)sc1C(N)=O)c1ccccc1Br. Reaction SMILES: [Br:1][c:2]1[c:3]([CH:8]([CH3:9])[O:10][c:11]2[c:12]([C:34](=[O:35])[NH2:36])[s:13][c:14](-[n:16]3[cH:17][n:18][c:19]4[cH:20][n:21][c:22]([CH2:25][O:26][Si:27]([C:28]([CH3:29])([CH3:30])[CH3:31])([CH3:32])[CH3:33])[cH:23][c:24]34)[cH:15]2)[cH:4][cH:5][cH:6][cH:7]1.[CH2:38]([N+:39]([CH2:40][CH2:41][CH2:42][CH3:43])([CH2:44][CH2:45][CH2:46][CH3:47])[CH2:48][CH2:49][CH2:50][CH3:51])[CH2:52][CH2:53][CH3:54].[CH2:55]1[O:56][CH2:57][CH2:58][CH2:59]1.[F-:37]>>[Br:1][c:2]1[c:3]([CH:8]([CH3:9])[O:10][c:11]2[c:12]([C:34](=[O:35])[NH2:36])[s:13][c:14](-[n:16]3[cH:17][n:18][c:19]4[cH:20][n:21][c:22]([CH2:25][OH:26])[cH:23][c:24]34)[cH:15]2)[cH:4][cH:5][cH:6][cH:7]1. Reactants: SbF5, COC (methyl ether), FC(C(=C(F)F)F)(F)F (hexafluoropropene), C[O-].[Na+] (sodium methoxide). Run in CO (methanol). The product is FC(C(=O)F)C(F)(F)F (2,3,3,3-tetrafluoropropionylfluoride). The yield is 82.0%. RXN SMILES: C[O:2]C.[F:4][C:5]([F:12])([F:11])[C:6]([F:10])=[C:7](F)[F:8].C[O-].[Na+]>CO>[F:10][CH:6]([C:5]([F:12])([F:11])[F:4])[C:7]([F:8])=[O:2] |f:2.3|. Procedure details: The above methyl ether (49.5 g, prepared from the reaction of hexafluoropropene with sodium methoxide in methanol) in a still pot was cooled in a Dry Ice-acetone bath and 2.70 g of SbF5 was added. The mixture was stirred on a still with a Dry Ice-acetone trap attached and the cooling bath removed. Evolution of CH3F was vigorous below room temperature. The mixture was warmed until all of the product had collected in the Dry Ice-acetone trap. Material in the trap was redistilled in a low-temperatu...